Dataset: the Open Reaction Database (ORD), a public repository of structured organic reaction records. Task: describe an organic reaction: reactants, conditions, products, and yield Starting materials: CCCc1ccc(C=O)n1Cc1ccc(-c2ccccc2-c2nnnn2C(c2ccccc2)(c2ccccc2)c2ccccc2)cc1, C1CCOC1, Cl. The product is CCCc1ccc(C=O)n1Cc1ccc(-c2ccccc2-c2nnn[nH]2)cc1. As a reaction SMILES: [CH2:1]([CH2:2][CH3:3])[c:4]1[cH:5][cH:6][c:7]([CH:46]=[O:47])[n:8]1[CH2:9][c:10]1[cH:11][cH:12][c:13](-[c:16]2[c:17](-[c:22]3[n:23][n:24][n:25][n:26]3[C:27]([c:28]3[cH:29][cH:30][cH:31][cH:32][cH:33]3)([c:34]3[cH:35][cH:36][cH:37][cH:38][cH:39]3)[c:40]3[cH:41][cH:42][cH:43][cH:44][cH:45]3)[cH:18][cH:19][cH:20][cH:21]2)[cH:14][cH:15]1.[CH2:49]1[O:50][CH2:51][CH2:52][CH2:53]1.[ClH:48]>>[CH2:1]([CH2:2][CH3:3])[c:4]1[cH:5][cH:6][c:7]([CH:46]=[O:47])[n:8]1[CH2:9][c:10]1[cH:11][cH:12][c:13](-[c:16]2[c:17](-[c:22]3[nH:23][n:24][n:25][n:26]3)[cH:18][cH:19][cH:20][cH:21]2)[cH:14][cH:15]1. Reactants: BrC=1C=C(C=NC1)N1C2CN3CC(CC(C1)C3)C2 (4-(5-Bromopyridin-3-yl)-1,4-diazatricyclo[4.3.1.13,8]undecane), FC1=CC=C(C=C1)B(O)O (4-fluorophenylboronic acid). Product: FC1=CC=C(C=C1)C=1C=C(C=NC1)N1C2CN3CC(CC(C1)C3)C2 (4-[5-(4-fluorophenyl)pyridin-3-yl]-1,4-diazatricyclo[4.3.1.13,8]undecane). As a reaction SMILES: Br[C:2]1[CH:3]=[C:4]([N:8]2[CH2:16][CH:15]3[CH2:17][N:11]4[CH2:12][CH:13]([CH2:18][CH:9]2[CH2:10]4)[CH2:14]3)[CH:5]=[N:6][CH:7]=1.[F:19][C:20]1[CH:25]=[CH:24][C:23](B(O)O)=[CH:22][CH:21]=1>>[F:19][C:20]1[CH:25]=[CH:24][C:23]([C:2]2[CH:3]=[C:4]([N:8]3[CH2:16][CH:15]4[CH2:17][N:11]5[CH2:12][CH:13]([CH2:18][CH:9]3[CH2:10]5)[CH2:14]4)[CH:5]=[N:6][CH:7]=2)=[CH:22][CH:21]=1. Procedure: The title compound was prepared from the product of Example 65A and 4-fluorophenylboronic acid according to General Method B: LC-MS Method D (ESI+) m/z 324.0 (M+H)+, retention time 1.31 minutes. The reactants are Cl.ClC1=C(CN(CCCOC2=NC(=CC=C2)N2CCNCC2)CC(C2=CC=CC=C2)C2=CC=CC=C2)C=CC=C1C(F)(F)F ((2-Chloro-3-trifluoromethyl-benzyl)-(2,2-diphenyl-ethyl)-[3-(6-piperazin-1-yl-pyridin-2-yloxy)-propyl]-amine hydrochloride), BrCC(=O)OC (methyl bromo-acetate), C(C)(C)N(CC)C(C)C (diisopropylethylamine). Run in CCO (EtOH). Conditions: time 10 hour. The product is COC(CN1CCN(CC1)C1=NC(=CC=C1)OCCCN(CC(C1=CC=CC=C1)C1=CC=CC=C1)CC1=C(C(=CC=C1)C(F)(F)F)Cl)=O ([4-(6-{3-[(2-Chloro-3-trifluoromethyl-benzyl)-(2,2-diphenyl-ethyl)-amino]-propoxy}-pyridin-2-yl)-piperazin-1-yl]-acetic acid methyl ester). Reaction SMILES: Cl.[Cl:2][C:3]1[C:40]([C:41]([F:44])([F:43])[F:42])=[CH:39][CH:38]=[CH:37][C:4]=1[CH2:5][N:6]([CH2:23][CH:24]([C:31]1[CH:36]=[CH:35][CH:34]=[CH:33][CH:32]=1)[C:25]1[CH:30]=[CH:29][CH:28]=[CH:27][CH:26]=1)[CH2:7][CH2:8][CH2:9][O:10][C:11]1[CH:16]=[CH:15][CH:14]=[C:13]([N:17]2[CH2:22][CH2:21][NH:20][CH2:19][CH2:18]2)[N:12]=1.Br[CH2:46][C:47]([O:49][CH3:50])=[O:48].C(N(C(C)C)CC)(C)C>CCO>[CH3:50][O:49][C:47](=[O:48])[CH2:46][N:20]1[CH2:21][CH2:22][N:17]([C:13]2[CH:14]=[CH:15][CH:16]=[C:11]([O:10][CH2:9][CH2:8][CH2:7][N:6]([CH2:5][C:4]3[CH:37]=[CH:38][CH:39]=[C:40]([C:41]([F:42])([F:43])[F:44])[C:3]=3[Cl:2])[CH2:23][CH:24]([C:31]3[CH:32]=[CH:33][CH:34]=[CH:35][CH:36]=3)[C:25]3[CH:30]=[CH:29][CH:28]=[CH:27][CH:26]=3)[N:12]=2)[CH2:18][CH2:19]1 |f:0.1|. Reported procedure: To a stirring solution of (2-Chloro-3-trifluoromethyl-benzyl)-(2,2-diphenyl-ethyl)-[3-(6-piperazin-1-yl-pyridin-2-yloxy)-propyl]-amine hydrochloride (0.1 g, 0.16 mmol) in EtOH (6 ml) was added methyl bromo-acetate (16 uL, 0.17 mmol) and diisopropylethylamine (89 uL, 0.51 mmol). The reaction mixture was stirred for 10 h at RT and then concentrated. Purification by flash silica gel chromatograpy afforded the title compound as a clear oil, 47 mg (42%). MS (ESI) 681.2 (M+). The reactants are CC1=NC2=CC=CC=C2C=C1NC(OC1=CC=CC=C1)=O (Phenyl N-(2-methylquinolin-3-yl)carbamate), COC=1C=C(C=C(C1)OC)N1CCNCC1 (1-(3,5-dimethoxyphenyl)piperazine), C1CCC2=NCCCN2CC1 (DBU). Run in O1CCCC1 (tetrahydrofuran). Reaction conditions: time 2 hour. Yields the product CC1=NC2=CC=CC=C2C=C1NC(=O)N1CCN(CC1)C1=CC(=CC(=C1)OC)OC (1-[(2-Methylquinolin-3-yl)aminocarbonyl]-4-(3,5-dimethoxyphenyl)piperazine). The yield is 84.0%. RXN SMILES: [CH3:1][C:2]1[C:11]([NH:12][C:13](=[O:21])OC2C=CC=CC=2)=[CH:10][C:9]2[C:4](=[CH:5][CH:6]=[CH:7][CH:8]=2)[N:3]=1.[CH3:22][O:23][C:24]1[CH:25]=[C:26]([N:32]2[CH2:37][CH2:36][NH:35][CH2:34][CH2:33]2)[CH:27]=[C:28]([O:30][CH3:31])[CH:29]=1.C1CCN2C(=NCCC2)CC1>O1CCCC1>[CH3:1][C:2]1[C:11]([NH:12][C:13]([N:35]2[CH2:34][CH2:33][N:32]([C:26]3[CH:25]=[C:24]([O:23][CH3:22])[CH:29]=[C:28]([O:30][CH3:31])[CH:27]=3)[CH2:37][CH2:36]2)=[O:21])=[CH:10][C:9]2[C:4](=[CH:5][CH:6]=[CH:7][CH:8]=2)[N:3]=1. Procedure: Phenyl N-(2-methylquinolin-3-yl)carbamate(140 mg, 0.5 mmol) and 1-(3,5-dimethoxyphenyl)piperazine(112 mg, 0.5 mmol) were dissolved in tetrahydrofuran and DBU(117 mg, 0.75 mmol) was added and then the mixture was stirred at room temperature for 2 hrs. The above solution was concentrated under the reduced pressure to remove tetrahydrofuran and purified by column chromatography(ethylacetate:hexane=1:2) to obtain the titled compound.